Dataset: the Open Reaction Database (ORD), a public repository of structured organic reaction records. Task: describe an organic reaction: reactants, conditions, products, and yield Yields the product C1(=CC=CC2=CC=CC=C12)CC1C(N=C2N1C=CC=C2)SCCCC(=O)O (4-(3-Naphthalen-1-ylmethyl-2,3-dihydro-imidazo[1,2-a]pyridin-2-ylsulfanyl)-butyric acid). Solvent: C1CCOC1 (THF), O (water). Procedure: A solution of 50 mg (0.13 mmol) of 4-(3-naphthalen-1-ylmethyl-2,3-dihydro-imidazo[1,2-a]pyridin-2-ylsulfanyl)-butyric acid methyl ester in 2 mL of THF is treated with a solution of 11 mg (0.26 mmol) of lithium hydroxide monohydrate in 1 mL of water at room temperature. The resulting mixture is heated to 40° C., and stirred at this temperature for 3 h. Then the reaction mixture is cooled to room temperature and concentrated in vacuo. The residue is diluted with water and neutralized with 1N HCl s... The reactants are COC(CCCSC1N=C2N(C=CC=C2)C1CC1=CC=CC2=CC=CC=C12)=O (4-(3-naphthalen-1-ylmethyl-2,3-dihydro-imidazo[1,2-a]pyridin-2-ylsulfanyl)-butyric acid methyl ester), O.[OH-].[Li+] (lithium hydroxide monohydrate). Reaction SMILES: C[O:2][C:3](=[O:28])[CH2:4][CH2:5][CH2:6][S:7][CH:8]1[CH:16]([CH2:17][C:18]2[C:27]3[C:22](=[CH:23][CH:24]=[CH:25][CH:26]=3)[CH:21]=[CH:20][CH:19]=2)[N:11]2[CH:12]=[CH:13][CH:14]=[CH:15][C:10]2=[N:9]1.O.[OH-].[Li+]>C1COCC1.O>[C:18]1([CH2:17][CH:16]2[N:11]3[CH:12]=[CH:13][CH:14]=[CH:15][C:10]3=[N:9][CH:8]2[S:7][CH2:6][CH2:5][CH2:4][C:3]([OH:28])=[O:2])[C:27]2[C:22](=[CH:23][CH:24]=[CH:25][CH:26]=2)[CH:21]=[CH:20][CH:19]=1 |f:1.2.3|. Run at temperature 40 celsius, time 3 hour. Reactants: C(C1=CC=CC=C1)OC1=C2C(=C(NC2=C(C=C1)OC)C)C (4-benzyloxy-2,3-dimethyl-7-methoxyindole), C1=CCCCC1 (cyclohexene). The reagents and catalysts are [Pd] (palladium-on-charcoal). Run in C(C)O (ethanol). Yields the product CC=1NC2=C(C=CC(=C2C1C)O)OC (2,3-dimethyl-4-hydroxy-7-methoxyindole). As a reaction SMILES: C([O:8][C:9]1[CH:17]=[CH:16][C:15]([O:18][CH3:19])=[C:14]2[C:10]=1[C:11]([CH3:21])=[C:12]([CH3:20])[NH:13]2)C1C=CC=CC=1.C1CCCCC=1>[Pd].C(O)C>[CH3:20][C:12]1[NH:13][C:14]2[C:10]([C:11]=1[CH3:21])=[C:9]([OH:8])[CH:17]=[CH:16][C:15]=2[O:18][CH3:19]. Procedure details: 0.14 mole (39.5 g) of 4-benzyloxy-2,3-dimethyl-7-methoxyindole and 4 g of 10% palladium-on-charcoal in 120 ml of 96° ethanol to which has been added 80 ml of cyclohexene is heated under reflux. After 1 hour 30 minutes the catalyst is removed by hot filtration. The desired product is obtained by concentrating the filtrate to dryness. It is purified by dissolving it hot in isopropyl ether, filtering in the presence of charcoal and evaporating the filtrate to dryness. It melts at 164° C. Starting materials: FC1=CC=C(C=C1)CC1=CN=C2C(=C(C(N(C2=C1)CCN(C(=O)OCC1=CC=CC=C1)C)=O)C(=O)OCC)O (ethyl 7-[(4-fluorophenyl)methyl]-4-hydroxy-1-[2-(methyl {[(phenylmethyl)oxy]carbonyl}amino)ethyl]-2-oxo-1,2-dihydro-1,5-naphthyridine-3-carboxylate), C(C)(C)N(CC)C(C)C (diisopropylethylamine), C(C)(=O)OC(C)=O (acetic anhydride). Reagents/catalysts: [Pd] (Pd/C). Run in C(Cl)Cl (CH2Cl2). Conditions: time 8 hour. Yields the product C(C)(=O)N(CCN1C(C(=C(C2=NC=C(C=C12)CC1=CC=C(C=C1)F)O)C(=O)OCC)=O)C (ethyl 1-{2-[acetyl(methyl)amino]ethyl}-7-[(4-fluorophenyl)methyl]-4-hydroxy-2-oxo-1,2-dihydro-1,5-naphthyridine-3-carboxylate). Reaction SMILES: [F:1][C:2]1[CH:7]=[CH:6][C:5]([CH2:8][C:9]2[CH:18]=[C:17]3[C:12]([C:13]([OH:39])=[C:14]([C:34]([O:36][CH2:37][CH3:38])=[O:35])[C:15](=[O:33])[N:16]3[CH2:19][CH2:20][N:21]([CH3:32])[C:22]([O:24]CC3C=CC=CC=3)=O)=[N:11][CH:10]=2)=[CH:4][CH:3]=1.[CH:40](N(C(C)C)CC)(C)C.C(OC(=O)C)(=O)C>C(Cl)Cl.[Pd]>[C:22]([N:21]([CH3:32])[CH2:20][CH2:19][N:16]1[C:17]2[C:12](=[N:11][CH:10]=[C:9]([CH2:8][C:5]3[CH:6]=[CH:7][C:2]([F:1])=[CH:3][CH:4]=3)[CH:18]=2)[C:13]([OH:39])=[C:14]([C:34]([O:36][CH2:37][CH3:38])=[O:35])[C:15]1=[O:33])(=[O:24])[CH3:40]. Reported procedure: A solution of ethyl 7-[(4-fluorophenyl)methyl]-4-hydroxy-1-[2-(methyl {[(phenylmethyl)oxy]carbonyl}amino)ethyl]-2-oxo-1,2-dihydro-1,5-naphthyridine-3-carboxylate (0.023 g, 0.043 mmol) in CH2Cl2 (1.5 mL) was combined with diisopropylethylamine (0.0038 mL, 0.22 mmol), acetic anhydride (0.021 mL, 0.22 mmol) and Pd/C (0.012 g, 10% w/w). The resulting suspension was flushed with nitrogen and evacuated several times the charged with hydrogen under a balloon and stirred at ambient temperature overnight... The reactants are BrC1=C(C(=NC2=CC(=CC(=C12)F)F)N1C(CCC1)=O)C (1-(4-bromo-5,7-difluoro-3-methylquinolin-2-yl)pyrrolidin-2-one), CC1(CNC=2C1=NC=C(C2)N2CCOCC2)C (4-(3,3-dimethyl-2,3-dihydro-1H-pyrrolo[3,2-b]pyridin-6-yl)morpholine). The solvent is C1(=CC=CC=C1)C (toluene). The product is CC1(CN(C=2C1=NC=C(C2)N2CCOCC2)C2=C(C(=NC1=CC(=CC(=C21)F)F)N2C(CCC2)=O)C)C (1-(4-(3,3-dimethyl-6-(4-morpholinyl)-2,3-dihydro-1H-pyrrolo[3,2-b]pyridin-1-yl)-5,7-difluoro-3-methyl-2-quinolinyl)-2-pyrrolidinone). As a reaction SMILES: Br[C:2]1[C:11]2[C:6](=[CH:7][C:8]([F:13])=[CH:9][C:10]=2[F:12])[N:5]=[C:4]([N:14]2[CH2:18][CH2:17][CH2:16][C:15]2=[O:19])[C:3]=1[CH3:20].[CH3:21][C:22]1([CH3:37])[C:26]2=[N:27][CH:28]=[C:29]([N:31]3[CH2:36][CH2:35][O:34][CH2:33][CH2:32]3)[CH:30]=[C:25]2[NH:24][CH2:23]1>C1(C)C=CC=CC=1>[CH3:21][C:22]1([CH3:37])[C:26]2=[N:27][CH:28]=[C:29]([N:31]3[CH2:36][CH2:35][O:34][CH2:33][CH2:32]3)[CH:30]=[C:25]2[N:24]([C:2]2[C:11]3[C:6](=[CH:7][C:8]([F:13])=[CH:9][C:10]=3[F:12])[N:5]=[C:4]([N:14]3[CH2:18][CH2:17][CH2:16][C:15]3=[O:19])[C:3]=2[CH3:20])[CH2:23]1. Reported procedure: Prepared according to procedure Y using 1-(4-bromo-5,7-difluoro-3-methylquinolin-2-yl)pyrrolidin-2-one (55.0 mg, 0.160 mmol) and 4-(3,3-dimethyl-2,3-dihydro-1H-pyrrolo[3,2-b]pyridin-6-yl)morpholine in toluene to give 1-(4-(3,3-dimethyl-6-(4-morpholinyl)-2,3-dihydro-1H-pyrrolo[3,2-b]pyridin-1-yl)-5,7-difluoro-3-methyl-2-quinolinyl)-2-pyrrolidinone. 1H NMR (400 MHz, chloroform-d) δ ppm 7.67 (1H, d, J=2.3 Hz), 7.54 (1H, ddd, J=9.2, 2.4, 1.3 Hz), 7.05 (1H, ddd, J=12.3, 8.6, 2.5 Hz), 6.14 (1H, d, J=2... Reactants: O=C([O-])[O-], CCCCO, Cc1ccccc1, Fc1c(I)nc2ccccc2c1Cl, [Cs+], [Cs+], OB(O)c1ccccc1F, O. The product is Fc1ccccc1-c1nc2ccccc2c(Cl)c1F. As a reaction SMILES: [C:19](=[O:20])([O-:21])[O-:22].[CH2:14]([OH:15])[CH2:16][CH2:17][CH3:18].[CH3:35][c:36]1[cH:37][cH:38][cH:39][cH:40][cH:41]1.[Cl:1][c:2]1[c:3]([F:13])[c:4]([I:12])[n:5][c:6]2[cH:7][cH:8][cH:9][cH:10][c:11]12.[Cs+:23].[Cs+:24].[F:25][c:26]1[c:27]([B:32]([OH:33])[OH:34])[cH:28][cH:29][cH:30][cH:31]1.[OH2:42]>>[Cl:1][c:2]1[c:3]([F:13])[c:4](-[c:27]2[c:26]([F:25])[cH:31][cH:30][cH:29][cH:28]2)[n:5][c:6]2[cH:7][cH:8][cH:9][cH:10][c:11]12. Starting materials: IC1=CC=C(CBr)C=C1 (4-iodobenzyl bromide), O.N1CCC(CC1)=O (4-piperidinone hydrate), C(=O)([O-])[O-].[K+].[K+] (K2CO3), [Na+].[I-] (NaI). Solvent: C(C)#N (acetonitrile). Product: IC1=CC=C(CN2CCC(CC2)=O)C=C1 (1-(4-iodobenzyl)piperidin-4-one). Reaction SMILES: O.[NH:2]1[CH2:7][CH2:6][C:5](=[O:8])[CH2:4][CH2:3]1.C([O-])([O-])=O.[K+].[K+].[Na+].[I-].[I:17][C:18]1[CH:25]=[CH:24][C:21]([CH2:22]Br)=[CH:20][CH:19]=1>C(#N)C>[I:17][C:18]1[CH:25]=[CH:24][C:21]([CH2:22][N:2]2[CH2:7][CH2:6][C:5](=[O:8])[CH2:4][CH2:3]2)=[CH:20][CH:19]=1 |f:0.1,2.3.4,5.6|. Procedure: A 3 L flask was charged with 4-piperidinone hydrate (10.4 g, 60.8 mmol), K2CO3 (45 g, 326 mmol), acetonitrile (2000 mL) and NaI (0.49 g, 3.3 mmol). To the mixture while stirring was added 4-iodobenzyl bromide (17.5 g, 58.8 mmol). The mixture was stirred at rt overnight, filtered over a coarse glass frit and the filtrate concentrated to give 25 g crude. Recrystallization from hot EtOAc in hexanes gave 11 g (53%) of a clean crop as orange crystals: LRMS (M+1)=316. As a reaction SMILES: C(=O)([O-])[O-].[Cs+].[Cs+].[C:7]([O:11][C:12]([NH:14][C@@H:15]([C:18]([O:20][CH3:21])=[O:19])[CH2:16]I)=[O:13])([CH3:10])([CH3:9])[CH3:8].[Cl:22][C:23]1[CH:24]=[C:25]([CH2:29][C:30](=[O:32])[CH3:31])[CH:26]=[CH:27][CH:28]=1>CN(C=O)C>[C:7]([O:11][C:12]([NH:14][CH:15]([CH2:16][CH:29]([C:25]1[CH:26]=[CH:27][CH:28]=[C:23]([Cl:22])[CH:24]=1)[C:30](=[O:32])[CH3:31])[C:18]([O:20][CH3:21])=[O:19])=[O:13])([CH3:10])([CH3:9])[CH3:8] |f:0.1.2|. The solvent is CN(C)C=O (DMF). Reactants: C([O-])([O-])=O.[Cs+].[Cs+] (cesium carbonate), C(C)(C)(C)OC(=O)N[C@H](CI)C(=O)OC (methyl N-(tert-butoxycarbonyl)-3-iodo-D-alaninate), ClC=1C=C(C=CC1)CC(C)=O (1-(3-chlorophenyl)propan-2-one), C([O-])([O-])=O.[Cs+].[Cs+] (cesium carbonate). Conditions: time 2.5 hour. Procedure details: A mixture of cesium carbonate (9.80 g, 30.1 mmol) and methyl N-(tert-butoxycarbonyl)-3-iodo-D-alaninate (9.90 g, 30.1 mmol) in DMF (75 mL) was stirred at 23° C. for 45 min before 1-(3-chlorophenyl)propan-2-one (6.09 g, 36.1 mmol) and additional cesium carbonate (9.80 g, 30.1 mmol) were added. The resulting mixture was stirred for 2.5 h. The majority of the DMF was then removed under reduced pressure at a bath temperature of <40° C. The concentrated mixture was partitioned between water (500 mL) ... Product: C(C)(C)(C)OC(=O)NC(C(=O)OC)CC(C(C)=O)C1=CC(=CC=C1)Cl (Methyl 2-[(tert-butoxycarbonyl)amino]-4-(3-chlorophenyl)-5-oxohexanoate). Starting materials: [Cl-], O=C(OCc1ccccc1)N1CCC2CC(=O)C(Cl)(Cl)C21, [NH4+], [Zn]. Product: O=C1CC2CCN(C(=O)OCc3ccccc3)C2C1. Reaction SMILES: [Cl-:22].[Cl:1][C:2]1([Cl:21])[C:3](=[O:20])[CH2:4][CH:5]2[CH:6]1[N:7]([C:10](=[O:11])[O:12][CH2:13][c:14]1[cH:15][cH:16][cH:17][cH:18][cH:19]1)[CH2:8][CH2:9]2.[NH4+:23].[Zn:24]>>[CH2:2]1[C:3](=[O:20])[CH2:4][CH:5]2[CH:6]1[N:7]([C:10](=[O:11])[O:12][CH2:13][c:14]1[cH:15][cH:16][cH:17][cH:18][cH:19]1)[CH2:8][CH2:9]2. The reactants are CCCCc1cn(C)c2ccc(C(=O)OCC)cc12, CO, Cl, [Na+], [OH-]. Product: CCCCc1cn(C)c2ccc(C(=O)O)cc12. RXN SMILES: [CH2:1]([CH2:2][CH2:3][CH3:4])[c:5]1[cH:6][n:7]([CH3:19])[c:8]2[cH:9][cH:10][c:11]([C:14](=[O:15])[O:16][CH2:17][CH3:18])[cH:12][c:13]12.[CH3:23][OH:24].[ClH:22].[Na+:21].[OH-:20]>>[CH2:1]([CH2:2][CH2:3][CH3:4])[c:5]1[cH:6][n:7]([CH3:19])[c:8]2[cH:9][cH:10][c:11]([C:14](=[O:15])[OH:16])[cH:12][c:13]12. Reactants: O (water), CI (methyl iodide), CI (Methyl iodide), ice, C(C1=CC=CC=C1)(C1=CC=CC=C1)[C@H]1CN(C[C@H]2N1C[C@@H](C2)O)C(=O)OC(C)(C)C (tert-butyl (4S,7R,8aS)-4-benzhydryl-7-hydroxyhexahydropyrrolo[1,2-a]pyrazine-2(1H)-carboxylate), [OH-].[Na+] (sodium hydroxide). Reagents/catalysts: [Br-].C(CCCCCCCCCCCCCCC)[N+](C)(C)C (cetyltrimethylammonium bromide). Run in ClCCl (dichloromethane). Run at time 5 hour. Yields the product C(C1=CC=CC=C1)(C1=CC=CC=C1)[C@H]1CN(C[C@H]2N1C[C@@H](C2)OC)C(=O)OC(C)(C)C (tert-butyl (4S,7R,8aS)-4-benzhydryl-7-methoxyhexahydropyrrolo[1,2-a]pyrazine-2(1H)-carboxylate). Reaction SMILES: [CH3:1]I.[CH:3]([C@@H:16]1[N:21]2[CH2:22][C@H:23]([OH:25])[CH2:24][C@H:20]2[CH2:19][N:18]([C:26]([O:28][C:29]([CH3:32])([CH3:31])[CH3:30])=[O:27])[CH2:17]1)([C:10]1[CH:15]=[CH:14][CH:13]=[CH:12][CH:11]=1)[C:4]1[CH:9]=[CH:8][CH:7]=[CH:6][CH:5]=1.[OH-].[Na+].O>[Br-].C([N+](C)(C)C)CCCCCCCCCCCCCCC.ClCCl>[CH:3]([C@@H:16]1[N:21]2[CH2:22][C@H:23]([O:25][CH3:1])[CH2:24][C@H:20]2[CH2:19][N:18]([C:26]([O:28][C:29]([CH3:32])([CH3:31])[CH3:30])=[O:27])[CH2:17]1)([C:10]1[CH:11]=[CH:12][CH:13]=[CH:14][CH:15]=1)[C:4]1[CH:9]=[CH:8][CH:7]=[CH:6][CH:5]=1 |f:2.3,5.6|. Procedure details: Methyl iodide (23 μl) was added to an ice-cooled mixture of tert-butyl (4S,7R,8aS)-4-benzhydryl-7-hydroxyhexahydropyrrolo[1,2-a]pyrazine-2(1H)-carboxylate (155 mg) and cetyltrimethylammonium bromide (15 mg) and finely powdered sodium hydroxide (76 mg) in dichloromethane (2 ml), and the whole was stirred for 5 hours. Additional methyl iodide (23 μl) was added to the mixture and the mixture was further stirred overnight. The resulting mixture was poured into water and extracted with dichloromethan...